This data is from the Open Reaction Database (ORD), a public repository of structured organic reaction records. The task is: describe an organic reaction: reactants, conditions, products, and yield Starting materials: OC=1C=CC=C2C=CC=NC12 (8-hydroxyquinoline), C(C)(C)(C)OC(=O)N1CC2=C(N(C=3C=C(C=CC23)Br)C)CC1 (tert-Butyl-7-bromo-5-methyl-3,4-dihydro-1H-pyrido[4,3-b]indole-2(5H)-carboxylate), COC1=CC(=C(C=C1)C1=CC(NC=C1)=O)C (4-(4-methoxy-2-methylphenyl)pyridin-2(1H)-one), C(=O)([O-])[O-].[Cs+].[Cs+] (Cs2CO3). The reagents and catalysts are [Cu](I)I (copper iodide). The solvent is CS(=O)C (DMSO). Conditions: temperature 130 celsius, time 30 minute. Yields the product COC1=CC(=C(C=C1)C1=CC(N(C=C1)C=1C=CC=2C3=C(N(C2C1)C)CCN(C3)C(=O)OC(C)(C)C)=O)C (tert-Butyl 7-(4-(4-methoxy-2-methylphenyl)-2-oxopyridin-1(2H)-yl)-5-methyl-3,4-dihydro-1H-pyrido[4,3-b]indole-2(5H)-carboxylate). Isolated yield 52.1%. Reaction SMILES: [C:1]([O:5][C:6]([N:8]1[CH2:22][CH2:21][C:11]2[N:12]([CH3:20])[C:13]3[CH:14]=[C:15](Br)[CH:16]=[CH:17][C:18]=3[C:10]=2[CH2:9]1)=[O:7])([CH3:4])([CH3:3])[CH3:2].[CH3:23][O:24][C:25]1[CH:30]=[CH:29][C:28]([C:31]2[CH:36]=[CH:35][NH:34][C:33](=[O:37])[CH:32]=2)=[C:27]([CH3:38])[CH:26]=1.C([O-])([O-])=O.[Cs+].[Cs+].OC1C=CC=C2C=1N=CC=C2>CS(C)=O.[Cu](I)I>[CH3:23][O:24][C:25]1[CH:30]=[CH:29][C:28]([C:31]2[CH:36]=[CH:35][N:34]([C:15]3[CH:16]=[CH:17][C:18]4[C:10]5[CH2:9][N:8]([C:6]([O:5][C:1]([CH3:4])([CH3:3])[CH3:2])=[O:7])[CH2:22][CH2:21][C:11]=5[N:12]([CH3:20])[C:13]=4[CH:14]=3)[C:33](=[O:37])[CH:32]=2)=[C:27]([CH3:38])[CH:26]=1 |f:2.3.4|. Procedure: tert-Butyl-7-bromo-5-methyl-3,4-dihydro-1H-pyrido[4,3-b]indole-2(5H)-carboxylate (0.35 g, 0.96 mmol), 4-(4-methoxy-2-methylphenyl)pyridin-2(1H)-one (0.21 g, 0.96 mmol) and Cs2CO3 (0.35 g, 1.1 mmol) were suspended in DMSO (5.6 mL), and the resulting suspension was degassed under vacuum for 15 min. The system was then flushed with Ar, and 8-hydroxyquinoline (42 mg, 0.29 mmol) and copper iodide (0.22 g, 1.2 mmol) were added. The evacuation/Ar flushing process was repeated twice more, and the reacti...